This data is from the Open Reaction Database (ORD), a public repository of structured organic reaction records. The task is: describe an organic reaction: reactants, conditions, products, and yield Starting materials: CC1=C(C=C(C=C1)C=1OC(=NN1)C)C1=CC=C(C=C1)C(=O)O (2′-methyl-5′-(5methyl-1,3,4-oxadiazol-2-yl)-1,1′-biphenyl-4-carboxylic acid), ClC=1C=C(CN)C=CC1 (3-chlorobenzylamine). Product: ClC=1C=C(CNC(=O)C2=CC=C(C=C2)C2=C(C=CC(=C2)C=2OC(=NN2)C)C)C=CC1 (N-(3-Chlorobenzyl)-2′-methyl-5′-(5-methyl-1,3,4-oxadiazol-2-yl)-1,1′-biphenyl-4-carboxamide). As a reaction SMILES: [CH3:1][C:2]1[CH:7]=[CH:6][C:5]([C:8]2[O:9][C:10]([CH3:13])=[N:11][N:12]=2)=[CH:4][C:3]=1[C:14]1[CH:19]=[CH:18][C:17]([C:20]([OH:22])=O)=[CH:16][CH:15]=1.[Cl:23][C:24]1[CH:25]=[C:26]([CH:29]=[CH:30][CH:31]=1)[CH2:27][NH2:28]>>[Cl:23][C:24]1[CH:25]=[C:26]([CH:29]=[CH:30][CH:31]=1)[CH2:27][NH:28][C:20]([C:17]1[CH:16]=[CH:15][C:14]([C:3]2[CH:4]=[C:5]([C:8]3[O:9][C:10]([CH3:13])=[N:11][N:12]=3)[CH:6]=[CH:7][C:2]=2[CH3:1])=[CH:19][CH:18]=1)=[O:22]. Reported procedure: N-(3-Chlorobenzyl)-2′-methyl-5′-(5-methyl-1,3,4-oxadiazol-2-yl)-1,1′-biphenyl-4-carboxamide was prepared from 2′-methyl-5′-(5methyl-1,3,4-oxadiazol-2-yl)-1,1′-biphenyl-4-carboxylic acid and 3-chlorobenzylamine using method N. NMR; δH [2H6]—DMSO 9.19,(1H, t), 8.00,(2H, t), 7.90,(1H, dd), 7.77,(1H, d), 7.56-7.52,(3H, m), 7.39-7.29,(4H, m), 4.51,(2H, d), 2.56,(3H, s), 2.31,(3H, s). LCMS; retention time 3.56 min, MH+ 418/420. Reactants: CC1(CCC2(OCCO2)CC1)C#N (8-methyl-1,4-dioxa-spiro[4.5]decane-8-carbonitrile), [OH-].[Na+] (NaOH). The solvent is C1CCOC1 (THF), Cl (HCl). Conditions: temperature 40 celsius, time 5 hour. Product: CC1(CCC(CC1)=O)C#N (1-Methyl-4-oxo-cyclohexanecarbonitrile). The yield is 73.3%. RXN SMILES: [CH3:1][C:2]1([C:12]#[N:13])[CH2:11][CH2:10][C:5]2(OCC[O:6]2)[CH2:4][CH2:3]1.[OH-].[Na+]>C1COCC1.Cl>[CH3:1][C:2]1([C:12]#[N:13])[CH2:11][CH2:10][C:5](=[O:6])[CH2:4][CH2:3]1 |f:1.2|. Procedure: 8-methyl-1,4-dioxa-spiro[4.5]decane-8-carbonitrile (3.29 g, 18.1 mmol) was dissolved in a 1:1 mixture of THF and 3N HCl aqueous solution (60 mL). The resulting mixture was stirred at 40° C. for 5 h, cooled to 0° C. and neutralized using about 30 mL of a 3N NaOH aqueous solution until a basic pH was reached. It was extracted with ether (4×75 mL). The organic portions were combined, dried over anhydrous Na2SO4 and concentrated. The crude was purified by silica gel column chromatography using a gra... Starting materials: COC(CC[C@@H]1N([C@@H](CC1)C1=CC=C(C=C1)F)S(=O)(=O)C1=CC=C(C=C1)C)=O ((2R,5S)-3-[5-(4-fluoro-phenyl)-1-(toluene-4-sulfonyl)-pyrrolidin-2-yl]-propionic acid methyl ester). Solvent: C(Cl)(Cl)Cl (chloroform), C(Cl)(Cl)Cl (chloroform). Yields the product FC1=CC=C(C=C1)[C@H]1CC[C@@H](N1S(=O)(=O)C1=CC=C(C=C1)C)CCCO ((2R,5R)-3-[5-(4-Fluoro-phenyl)-1-(toluene-4-sulfonyl)-pyrrolidin-2-yl]-propan-1-ol). As a reaction SMILES: C[O:2][C:3](=O)[CH2:4][CH2:5][C@H:6]1[CH2:10][CH2:9][C@@H:8]([C:11]2[CH:16]=[CH:15][C:14]([F:17])=[CH:13][CH:12]=2)[N:7]1[S:18]([C:21]1[CH:26]=[CH:25][C:24]([CH3:27])=[CH:23][CH:22]=1)(=[O:20])=[O:19]>C(Cl)(Cl)Cl>[F:17][C:14]1[CH:13]=[CH:12][C:11]([C@@H:8]2[N:7]([S:18]([C:21]3[CH:22]=[CH:23][C:24]([CH3:27])=[CH:25][CH:26]=3)(=[O:20])=[O:19])[C@@H:6]([CH2:5][CH2:4][CH2:3][OH:2])[CH2:10][CH2:9]2)=[CH:16][CH:15]=1. Procedure: white solid, m.p. 96° C., [α]D20=+97.5° (c=1.1287 in chloroform) and MS: m/e=378.2 (M+H+); [(2R,5S)-3-[5-(4-fluoro-phenyl)-1-(toluene-4-sulfonyl)-pyrrolidin-2-yl]-propionic acid methyl ester: colorless oil, [α]D20=+94.0° (c=1.0868 in chloroform) and MS: m/e=406.1 (M+H+)].